Task: describe an organic reaction: reactants, conditions, products, and yield. Dataset: the Open Reaction Database (ORD), a public repository of structured organic reaction records The reactants are CNC(=O)OC1C2=CC=CC=C2OC=2C=CC=CC12 (9-(N-Methylcarbamoyloxy)xanthene), CC(CO)=C (2-methyl-2-propen-1-ol). Product: C1=CC=CC=2OC3=CC=CC=C3C(C12)OCC(=C)C ((2-methyl-2-propen-1-yl) 9-xanthenyl ether). Reaction SMILES: CN[C:3]([O:5][CH:6]1[C:19]2[CH:18]=[CH:17][CH:16]=[CH:15][C:14]=2[O:13][C:12]2[C:7]1=[CH:8][CH:9]=[CH:10][CH:11]=2)=O.[CH3:20][C:21](=C)[CH2:22]O>>[CH:18]1[C:19]2[CH:6]([O:5][CH2:3][C:21]([CH3:22])=[CH2:20])[C:7]3[C:12](=[CH:11][CH:10]=[CH:9][CH:8]=3)[O:13][C:14]=2[CH:15]=[CH:16][CH:17]=1. Procedure: 9-(N-Methylcarbamoyloxy)xanthene (4.0 g., 15.7 mmoles) was stirred with 20 ml. of 2-methyl-2-propen-1-ol for 20 hours at room temperature, and the mixture was then filtered. The filtrate was evaporated in vacuo and the residue was dissolved in ice-cold ether and washed twice with ice-cold portions of 10% aqueous acetic acid, water, and 5% aqueous sodium bicarbonate solution. After drying over potassium carbonate, the solvent was removed in vacuo, and the resulting oil was distilled to give (2-me...